describe an organic reaction: reactants, conditions, products, and yield From a dataset of the Open Reaction Database (ORD), a public repository of structured organic reaction records. The reactants are C(C)(=O)C1=C(N)C=C(C(=C1)OC)OCC (2-Acetyl-5-ethoxy-4-metoxyaniline), C1(CC1)C(=O)Cl (cyclopropylcarbonyl chloride), C1(CC1)C=1NC2=CC(=C(C=C2C(C1)=O)OC)OC (2-cyclopropyl-6,7dimethoxy-4(1H)-quinolone). The solvent is C(C)N(CC)CC (triethylamine). Yields the product C1(CC1)C(=O)NC1=C(C=C(C(=C1)OCC)OC)C(C)=O (N-cyclopropylcarbonyl-2-acetyl-5-ethoxy-4-methoxyaniline). Isolated yield 101.5%. Reaction SMILES: [C:1]([C:4]1[CH:10]=[C:9]([O:11][CH3:12])[C:8]([O:13][CH2:14][CH3:15])=[CH:7][C:5]=1[NH2:6])(=[O:3])[CH3:2].[CH:16]1([C:19](Cl)=[O:20])[CH2:18][CH2:17]1.C1(C2NC3C(C(=O)C=2)=CC(OC)=C(OC)C=3)CC1>C(N(CC)CC)C>[CH:16]1([C:19]([NH:6][C:5]2[CH:7]=[C:8]([O:13][CH2:14][CH3:15])[C:9]([O:11][CH3:12])=[CH:10][C:4]=2[C:1](=[O:3])[CH3:2])=[O:20])[CH2:18][CH2:17]1. Procedure details: 2-Acetyl-5-ethoxy-4-metoxyaniline (550 mg), cyclopropylcarbonyl chloride (410 mg) and triethylamine (530 mg) were reacted in the same manner as in the preparation of compound 95 to give N-cyclopropylcarbonyl-2-acetyl-5-ethoxy-4-methoxyaniline (740 mg). The compound (600 mg) and potassium t-butoxide (1.18 g) were reacted in the same manner as in the preparation of compound 95 to obtain 2-cyclopropyl-7-ethoxy-6-methoxy-4(1H)-quinolone (compound 98, 330 mg). Starting materials: ClC=1C=C(C=NC1Cl)CO (5,6-dichloro-3-pyridinemethanol), CN(C)C=O (DMF), CC(C)(C)OC (TBME), C(=O)([O-])[O-].[Na+].[Na+] (Na2CO3). Reagents/catalysts: [C-]#N.[C-]#N.[Zn+2] (Zn(CN)2), C=1C=CC(=CC1)[P](C=2C=CC=CC2)(C=3C=CC=CC3)[Pd]([P](C=4C=CC=CC4)(C=5C=CC=CC5)C=6C=CC=CC6)([P](C=7C=CC=CC7)(C=8C=CC=CC8)C=9C=CC=CC9)[P](C=1C=CC=CC1)(C=1C=CC=CC1)C=1C=CC=CC1 (Pd(PPh3)4), C=1C=CC(=CC1)[P](C=2C=CC=CC2)(C=3C=CC=CC3)[Pd]([P](C=4C=CC=CC4)(C=5C=CC=CC5)C=6C=CC=CC6)([P](C=7C=CC=CC7)(C=8C=CC=CC8)C=9C=CC=CC9)[P](C=1C=CC=CC1)(C=1C=CC=CC1)C=1C=CC=CC1 (Pd(PPh3)4). Run in CCCCCC (hexane), CCOC(=O)C (EtOAc). Run at temperature 95 celsius. Product: ClC=1C(=NC=C(C1)CO)C#N (3-chloro-5-(hydroxymethyl)-2-pyridinecarbonitrile). Isolated yield 28.0%. Reaction SMILES: [Cl:1][C:2]1[CH:3]=[C:4]([CH2:9][OH:10])[CH:5]=[N:6][C:7]=1Cl.CC(OC)(C)C.C([O-])([O-])=O.[Na+].[Na+].[CH3:23][N:24](C=O)C>CCCCCC.CCOC(C)=O.[C-]#N.[C-]#N.[Zn+2].C1C=CC([P]([Pd]([P](C2C=CC=CC=2)(C2C=CC=CC=2)C2C=CC=CC=2)([P](C2C=CC=CC=2)(C2C=CC=CC=2)C2C=CC=CC=2)[P](C2C=CC=CC=2)(C2C=CC=CC=2)C2C=CC=CC=2)(C2C=CC=CC=2)C2C=CC=CC=2)=CC=1>[Cl:1][C:2]1[C:7]([C:23]#[N:24])=[N:6][CH:5]=[C:4]([CH2:9][OH:10])[CH:3]=1 |f:2.3.4,8.9.10,^1:48,50,69,88|. Reported procedure: Zn(CN)2 (64.3 mg, 0.548 mmol) and Pd(PPh3)4 (84 mg, 0.073 mmol) were added to a solution of 5,6-dichloro-3-pyridinemethanol (130 mg, 0.730 mmol) in anhydrous DMF (1.5 ml) under N2 and the mixture was heated at 95° C. overnight. Low conversion was observed by HPLC. After heating under reflux for 2 h, the conversion did not increase, so additional Pd(PPh3)4 (84 mg, 0.073 mmol) was added. Two more h under reflux gave full conversion. TBME, and 10% Na2CO3 were added. Extraction, drying (MgSO4), filt... Reactants: O(C1=CC=CC=C1)C(C(C(=O)OC)OC1=NC(=CC(=N1)OC)OC)(C)C1=CC=CC=C1 (methyl 3-phenoxy-3-phenyl-2-(4,6-dimethoxy-2-pyrimidinyl)oxybutyrate), [OH-].[Na+] (NaOH). Run in CO (MeOH), C1CCOC1 (THF). Conditions: temperature 60 celsius, time 12 hour. The product is O(C1=CC=CC=C1)C(C(C(=O)O)OC1=NC(=CC(=N1)OC)OC)(C)C1=CC=CC=C1 (3-Phenoxy-3-phenyl-2-(4,6-dimethoxy-2-pyrimidinyl)oxybutyric acid). Yield: 79.6%. RXN SMILES: [O:1]([C:8]([C:26]1[CH:31]=[CH:30][CH:29]=[CH:28][CH:27]=1)([CH3:25])[CH:9]([O:14][C:15]1[N:20]=[C:19]([O:21][CH3:22])[CH:18]=[C:17]([O:23][CH3:24])[N:16]=1)[C:10]([O:12]C)=[O:11])[C:2]1[CH:7]=[CH:6][CH:5]=[CH:4][CH:3]=1.[OH-].[Na+]>CO.C1COCC1>[O:1]([C:8]([C:26]1[CH:27]=[CH:28][CH:29]=[CH:30][CH:31]=1)([CH3:25])[CH:9]([O:14][C:15]1[N:16]=[C:17]([O:23][CH3:24])[CH:18]=[C:19]([O:21][CH3:22])[N:20]=1)[C:10]([OH:12])=[O:11])[C:2]1[CH:7]=[CH:6][CH:5]=[CH:4][CH:3]=1 |f:1.2|. Procedure details: 1.3 g of methyl 3-phenoxy-3-phenyl-2-(4,6-dimethoxy-2-pyrimidinyl)oxybutyrate (Example 6 change to 42) are dissolved in 20 ml of MeOH and 40 ml of THF, and 3.7 g of 10% NaOH solution are added. The mixture is stirred at 60° C. for 6 hours and at room temperature for 12 hours, the solvent is removed by distillation under reduced pressure, and the residue is taken up in 100 ml of water. Unreacted ester is extracted with ethyl acetate. The aqueous phase is then adjusted to pH 1-2 with dilute hydroc... Starting materials: [Al+3], COC(=O)c1ccc(-c2cccc(OCc3ccccc3)c2)cc1, CCOC(C)=O, Cl, [H-], [H-], [H-], [H-], [Li+], C1CCOC1. Yields the product OCc1ccc(-c2cccc(OCc3ccccc3)c2)cc1. RXN SMILES: [Al+3:26].[CH2:1]([c:2]1[cH:3][cH:4][cH:5][cH:6][cH:7]1)[O:8][c:9]1[cH:10][c:11](-[c:15]2[cH:16][cH:17][c:18]([C:19](=[O:20])[O:21][CH3:22])[cH:23][cH:24]2)[cH:12][cH:13][cH:14]1.[CH3:31][CH2:32][O:33][C:34](=[O:35])[CH3:36].[ClH:37].[H-:25].[H-:28].[H-:29].[H-:30].[Li+:27].[O:38]1[CH2:39][CH2:40][CH2:41][CH2:42]1>>[CH2:1]([c:2]1[cH:3][cH:4][cH:5][cH:6][cH:7]1)[O:8][c:9]1[cH:10][c:11](-[c:15]2[cH:16][cH:17][c:18]([CH2:19][OH:20])[cH:23][cH:24]2)[cH:12][cH:13][cH:14]1. Starting materials: C(C)OC(=O)C=1NC(=NC1)S(=O)(=O)N1CCC(CC1)SC1=CC(=C(C(=C1)C(C)(C)C)O)C(C)(C)C (2-[4-(3,5-di-tert-butyl-4-hydroxy-phenylsulfanyl)-piperidine-1-sulfonyl]-3H-imid-azole-4-carboxylic acid ethyl ester), C[Mg]Cl (MeMgCl). Solvent: C1CCOC1 (THF), C1CCOC1 (THF). Reaction conditions: time 5 hour. Product: C(C)(C)(C)C1=C(C(=CC(=C1)SC1CCN(CC1)S(=O)(=O)C=1NC(=CN1)C(C)(C)O)C(C)(C)C)O (2,6-Di-tert-butyl-4-{1-[5-(1-hydroxy-1-methyl-ethyl)-1H-imidazole-2-sulfonyl]-piperidin-4-ylsulfanyl}-phenol). The yield is 180.1%. RXN SMILES: C(OC([C:6]1[NH:7][C:8]([S:11]([N:14]2[CH2:19][CH2:18][CH:17]([S:20][C:21]3[CH:26]=[C:25]([C:27]([CH3:30])([CH3:29])[CH3:28])[C:24]([OH:31])=[C:23]([C:32]([CH3:35])([CH3:34])[CH3:33])[CH:22]=3)[CH2:16][CH2:15]2)(=[O:13])=[O:12])=[N:9][CH:10]=1)=O)C.C[Mg]Cl>C1COCC1>[C:27]([C:25]1[CH:26]=[C:21]([S:20][CH:17]2[CH2:18][CH2:19][N:14]([S:11]([C:8]3[NH:7][C:6]([C:24]([OH:31])([CH3:25])[CH3:23])=[CH:10][N:9]=3)(=[O:12])=[O:13])[CH2:15][CH2:16]2)[CH:22]=[C:23]([C:32]([CH3:34])([CH3:33])[CH3:35])[C:24]=1[OH:31])([CH3:30])([CH3:29])[CH3:28]. Procedure: To 2-[4-(3,5-di-tert-butyl-4-hydroxy-phenylsulfanyl)-piperidine-1-sulfonyl]-3H-imidazole-4-carboxylic acid ethyl ester (Ex. 8b, 230 mg, 0.44 mmol) in 3 mL of THF was added dropwise a 3.0 M THF solution of MeMgCl (0.85 mL, 2.55 mmol) at 0° C. The reaction was allowed to warm to room temperature, stirred for 5 h, and then quenched with saturated NaH2PO4 (20 mL). The mixture was extracted with Ethyl acetate (40+20 mL) and the combined organic phase was dried over Na2SO4 and concentrated under reduc...